This data is from the Open Reaction Database (ORD), a public repository of structured organic reaction records. The task is: describe an organic reaction: reactants, conditions, products, and yield The reactants are ClC=1C=C(C=CC1)C(C#N)O ((3-chloro-phenyl)-hydroxy-acetonitrile), [H-].[H-].[H-].[H-].[Li+].[Al+3] (LAH), [OH-].[Na+] (sodium hydroxide). The solvent is C1CCOC1 (THF), C1CCOC1 (THF). Conditions: temperature 25 celsius. Yields the product NCC(O)C1=CC(=CC=C1)Cl (2-amino-1-(3-chloro-phenyl)-ethanol). As a reaction SMILES: [H-].[H-].[H-].[H-].[Li+].[Al+3].[Cl:7][C:8]1[CH:9]=[C:10]([CH:14]([OH:17])[C:15]#[N:16])[CH:11]=[CH:12][CH:13]=1.[OH-].[Na+]>C1COCC1>[NH2:16][CH2:15][CH:14]([C:10]1[CH:11]=[CH:12][CH:13]=[C:8]([Cl:7])[CH:9]=1)[OH:17] |f:0.1.2.3.4.5,7.8|. Procedure details: To a stirred suspension of LAH (2.36 g, 59 mmol) in dry THF (70 mL) was added a solution of (3-chloro-phenyl)-hydroxy-acetonitrile (4.0 g, 24 mmol) in dry THF (55 mL) dropwise at 0° C. under nitrogen atmosphere. The mixture was warmed to 25° C. and then heated at 60° C. for 2 hours. After cooling to 0° C., a saturated solution of sodium hydroxide was added dropwise and extracted with dichloromethane (200 mL). The organic solution was dried over anhydrous sodium sulfate and concentrated to drynes... The reactants are CO, COc1ccc2c(c1)CC(N(C)CCC#N)CC2, N. Product: COc1ccc2c(c1)CC(N(C)CCCN)CC2. RXN SMILES: [CH3:19][OH:20].[CH3:1][N:2]([CH2:3][CH2:4][C:5]#[N:6])[CH:7]1[CH2:8][c:9]2[cH:10][c:11]([O:17][CH3:18])[cH:12][cH:13][c:14]2[CH2:15][CH2:16]1.[NH3:21]>>[CH3:1][N:2]([CH2:3][CH2:4][CH2:5][NH2:6])[CH:7]1[CH2:8][c:9]2[cH:10][c:11]([O:17][CH3:18])[cH:12][cH:13][c:14]2[CH2:15][CH2:16]1.